From a dataset of the Open Reaction Database (ORD), a public repository of structured organic reaction records. describe an organic reaction: reactants, conditions, products, and yield Starting materials: BrC=1C=C2C(=CNC2=C(C1)C(=O)N)C1CC(S(C(C1)C)(=O)=O)C (5-bromo-3-(2,6-dimethyl-1,1-dioxidotetrahydro-2H-thiopyran-4-yl)-1H-indole-7-carboxamide), S1C=C(C=C1)B(O)O (3-thienylboronic acid), PL-Thiol, C([O-])([O-])=O.[K+].[K+] (Potassium carbonate). Reagents/catalysts: C1=CC=C(C=C1)P([C-]2C=CC=C2)C3=CC=CC=C3.C1=CC=C(C=C1)P([C-]2C=CC=C2)C3=CC=CC=C3.Cl[Pd]Cl.[Fe+2] (PdCl2(dppf)2). Run in O1CCOCC1 (1,4 dioxane), O (water). Reaction conditions: temperature 100 celsius. Product: CC1S(C(CC(C1)C1=CNC2=C(C=C(C=C12)C1=CSC=C1)C(=O)N)C)(=O)=O (3-(2,6-Dimethyl-1,1-dioxidotetrahydro-2H-thiopyran-4-yl)-5-(3-thienyl)-1H-indole-7-carboxamide). Isolated yield 101.4%. RXN SMILES: Br[C:2]1[CH:3]=[C:4]2[C:8](=[C:9]([C:11]([NH2:13])=[O:12])[CH:10]=1)[NH:7][CH:6]=[C:5]2[CH:14]1[CH2:19][CH:18]([CH3:20])[S:17](=[O:22])(=[O:21])[CH:16]([CH3:23])[CH2:15]1.[S:24]1[CH:28]=[CH:27][C:26](B(O)O)=[CH:25]1.C(=O)([O-])[O-].[K+].[K+]>O1CCOCC1.O.C1C=CC(P(C2C=CC=CC=2)[C-]2C=CC=C2)=CC=1.C1C=CC(P(C2C=CC=CC=2)[C-]2C=CC=C2)=CC=1.Cl[Pd]Cl.[Fe+2]>[CH3:20][CH:18]1[CH2:19][CH:14]([C:5]2[C:4]3[C:8](=[C:9]([C:11]([NH2:13])=[O:12])[CH:10]=[C:2]([C:26]4[CH:27]=[CH:28][S:24][CH:25]=4)[CH:3]=3)[NH:7][CH:6]=2)[CH2:15][CH:16]([CH3:23])[S:17]1(=[O:22])=[O:21] |f:2.3.4,7.8.9.10|. Procedure: 5-bromo-3-(2,6-dimethyl-1,1-dioxidotetrahydro-2H-thiopyran-4-yl)-1H-indole-7-carboxamide (0.050 g, 0.125 mmol) and 3-thienylboronic acid (0.016 g, 0.125 mmol) was dissolved in a 6:1 solution of 1,4 dioxane (3 mL)/water (0.5 mL) in a 20 mL microwave reaction vessel. Potassium carbonate (0.087 g, 0.626 mmol, 5 eq) was added and the solution was degassed with Nitrogen. PdCl2(dppf)2 (0.016 g, 0.021 mmol, 0.17 eq) was added and the reaction was heated in a microwave at 100° C. for 20 min. The solutio... The reactants are C1(=CC=CC=C1)C1=CSC2=C1C=CC(=C2)OC (3-phenyl-6-methoxybenzothiophene), COC1=CC=C(C(=O)Cl)C=C1 (p-methoxybenzoyl chloride), [Cl-].[Al+3].[Cl-].[Cl-] (aluminum chloride). Run in ClCCCl (1,2-dichloroethane). Run at temperature 0 celsius, time 1 hour. The product is COC1=CC=C(C(=O)C=2SC3=C(C2C2=CC=CC=C2)C=CC(=C3)OC)C=C1 (2-(4-Methoxybenzoyl)-3-phenyl-6-methoxybenzothiophene). Yield: 91.0%. Reaction SMILES: [C:1]1([C:7]2[C:11]3[CH:12]=[CH:13][C:14]([O:16][CH3:17])=[CH:15][C:10]=3[S:9][CH:8]=2)[CH:6]=[CH:5][CH:4]=[CH:3][CH:2]=1.[CH3:18][O:19][C:20]1[CH:28]=[CH:27][C:23]([C:24](Cl)=[O:25])=[CH:22][CH:21]=1.[Cl-].[Al+3].[Cl-].[Cl-]>ClCCCl>[CH3:18][O:19][C:20]1[CH:28]=[CH:27][C:23]([C:24]([C:8]2[S:9][C:10]3[CH:15]=[C:14]([O:16][CH3:17])[CH:13]=[CH:12][C:11]=3[C:7]=2[C:1]2[CH:2]=[CH:3][CH:4]=[CH:5][CH:6]=2)=[O:25])=[CH:22][CH:21]=1 |f:2.3.4.5|. Procedure details: To 500 ml. of 1,2-dichloroethane were added 24.0 g. (0.10 mole) of 3-phenyl-6-methoxybenzothiophene and 17.1 g. (0.10 mole) of p-methoxybenzoyl chloride. The mixture was cooled to 0° C., and 13.4 g. (0.10 mole) of aluminum chloride were added. The mixture was stirred for 1 hour, and ice then was added to the mixture. The organic layer was separated, washed with water, and evaporated. To the residue were added a mixture of methanol and 5N sodium hydroxide. The mixture was refluxed for 30 minutes ... The reactants are CCC=1C=C(C=CN1)C(=S)N (ethionamide), ClCC(CC(=O)OC)=O (methyl 4-chloroacetoacetate). The solvent is CO (MeOH). The product is C(C)C1=NC=CC(=C1)C=1SC=C(N1)CC(=O)OC (methyl 2-[2-(2-ethyl-4-pyridyl)-1,3-thiazol-4-yl]acetate). Reaction SMILES: [CH3:1][CH2:2][C:3]1[CH:4]=[C:5]([C:9]([NH2:11])=[S:10])[CH:6]=[CH:7][N:8]=1.Cl[CH2:13][C:14](=O)[CH2:15][C:16]([O:18][CH3:19])=[O:17]>CO>[CH2:2]([C:3]1[CH:4]=[C:5]([C:9]2[S:10][CH:13]=[C:14]([CH2:15][C:16]([O:18][CH3:19])=[O:17])[N:11]=2)[CH:6]=[CH:7][N:8]=1)[CH3:1]. Reported procedure: A mixture of ethionamide (Aldrich) (1.65 g, 10.0 mmol) and methyl 4-chloroacetoacetate (Fluka) (1.41 g, 10.0 mmol) in 50 mL of anhydrous MeOH was heated at reflux for 18 h. The solvent was evaporated to give an oily residue that was purified by chromatography (gradient elution: 10-50% EtOAc in hexanes) to afford the title compound as a light brown oil. MS m/z: 263 (M+1). Calc'd for C13H14N2O2S: 262.08. Reactants: COC(C(CC1CCC(CC1)O)NC(=O)OC(C)(C)C)=O (2-tert-butoxycarbonylamino-3-(4-hydroxy-cyclohexyl)-propionic acid methyl ester), N1C=NC=C1 (imidazole), CC(C)(C)[Si](C)(C)Cl (TBSCl). The solvent is ClCCl (dichloromethane), ClCCl (dichloromethane). Run at time 5 hour. The product is COC(=O)[C@H](CC1CCC(CC1)O[Si](C)(C)C(C)(C)C)NC(OC(C)(C)C)=O (tert-butyl (S)-1-(methoxycarbonyl)-2-(4-(t-butyldimethylsilyloxy)cyclohexyl)ethylcarbamate). Isolated yield 90.2%. RXN SMILES: [CH3:1][C:2]([Si:5](Cl)([CH3:7])[CH3:6])([CH3:4])[CH3:3].[CH3:9][O:10][C:11](=[O:29])[CH:12]([NH:21][C:22]([O:24][C:25]([CH3:28])([CH3:27])[CH3:26])=[O:23])[CH2:13][CH:14]1[CH2:19][CH2:18][CH:17]([OH:20])[CH2:16][CH2:15]1.N1C=CN=C1>ClCCl>[CH3:9][O:10][C:11]([C@@H:12]([NH:21][C:22](=[O:23])[O:24][C:25]([CH3:27])([CH3:26])[CH3:28])[CH2:13][CH:14]1[CH2:19][CH2:18][CH:17]([O:20][Si:5]([C:2]([CH3:4])([CH3:3])[CH3:1])([CH3:7])[CH3:6])[CH2:16][CH2:15]1)=[O:29]. Procedure: To a solution of TBSCl (12.7 g, 85 mmol) in dichloromethane (20 mL) was added dropwise a mixture of 2-tert-butoxycarbonylamino-3-(4-hydroxy-cyclohexyl)-propionic acid methyl ester (17 g, 56 mmol) and imidazole (7.68 g, 113 mmol) in dichloromethane (200 mL) at 0° C. After stirring at rt for 5 h, the reaction mixture was washed with water and brine. The organic layer was dried over Na2SO4 and concentrated to give tert-butyl (S)-1-(methoxycarbonyl)-2-(4-(t-butyldimethylsilyloxy)cyclohexyl)ethylcarb... Reactants: C(C)(=O)O[C@@H]1[C@]2(C)[C@@H](CC1)[C@@H]1CC=C3C[C@H](CC[C@]3(COC(C)=O)[C@H]1CC2)OCC (3β-Ethoxy-5-androstene-17β,19-diol diacetate), C([O-])([O-])=O.[K+].[K+] (potassium carbonate). Solvent: CO (methanol). Reaction conditions: time 2 hour. Yields the product C(C)(=O)O[C@@H]1[C@]2(C)[C@@H](CC1)[C@@H]1CC=C3C[C@H](CC[C@]3(CO)[C@H]1CC2)OCC (3β-ethoxy-5-androstene-17β,19-diol 17-acetate). Reaction SMILES: [C:1]([O:4][C@H:5]1[CH2:10][CH2:9][C@H:8]2[C@H:11]3[C@H:25]([CH2:26][CH2:27][C@:6]12[CH3:7])[C@:19]1([CH2:20][O:21]C(=O)C)[C:14]([CH2:15][C@@H:16]([O:28][CH2:29][CH3:30])[CH2:17][CH2:18]1)=[CH:13][CH2:12]3)(=[O:3])[CH3:2].C(=O)([O-])[O-].[K+].[K+]>CO>[C:1]([O:4][C@H:5]1[CH2:10][CH2:9][C@H:8]2[C@H:11]3[C@H:25]([CH2:26][CH2:27][C@:6]12[CH3:7])[C@:19]1([CH2:20][OH:21])[C:14]([CH2:15][C@@H:16]([O:28][CH2:29][CH3:30])[CH2:17][CH2:18]1)=[CH:13][CH2:12]3)(=[O:3])[CH3:2] |f:1.2.3|. Procedure details: 3β-Ethoxy-5-androstene-17β,19-diol diacetate is added to an aqueous methanol solution of potassium carbonate and the reaction solution stirred at room temperature for about 2 hours. The reaction mixture is poured onto water, and the oil which results is extracted into ether. The ether extract is washed with water, dried over magnesium sulfate and concentrated to dryness. Crystallization of the residue from an ether-pentane mixture yields 3β-ethoxy-5-androstene-17β,19-diol 17-acetate. The reactants are BrC=1C=C(C=CC1C)C=1C(=CC=CC1)C#N (3'-Bromo-4'-methyl-1,1'-biphenyl-2-nitrile), BrN1C(CCC1=O)=O (N-bromosuccinimide), N(=NC(C#N)(C)C)C(C#N)(C)C (azobisisobutyronitrile). Run in C(Cl)(Cl)(Cl)Cl (carbon tetrachloride). Product: BrC=1C=C(C=CC1CBr)C=1C(=CC=CC1)C#N (3'-Bromo-4'-bromomethyl-1,1'-biphenyl-2-nitrile). Isolated yield 70.8%. As a reaction SMILES: [Br:1][C:2]1[CH:3]=[C:4]([C:9]2[C:10]([C:15]#[N:16])=[CH:11][CH:12]=[CH:13][CH:14]=2)[CH:5]=[CH:6][C:7]=1[CH3:8].[Br:17]N1C(=O)CCC1=O.N(C(C)(C)C#N)=NC(C)(C)C#N>C(Cl)(Cl)(Cl)Cl>[Br:1][C:2]1[CH:3]=[C:4]([C:9]2[C:10]([C:15]#[N:16])=[CH:11][CH:12]=[CH:13][CH:14]=2)[CH:5]=[CH:6][C:7]=1[CH2:8][Br:17]. Procedure: A solution of 1.0 g (3.7 mmol) of 3'-bromo-4'methyl-1,1'-biphenyl-2-nitrile (Step C) in 15 mL of carbon tetrachloride under a nitrogen atmosphere was treated with 0.720 g (4.04 mmol) of N-bromosuccinimide followed by 60 mg (0.37 mmol) of azobisisobutyronitrile (AIBN). The reaction mixture was heated at reflux for four hours, cooled to room temperature and filtered through Celite. The solvent was removed under vacuum and the residue was dissolved in methylene chloride and treated with decolorizin...